This data is from the Open Reaction Database (ORD), a public repository of structured organic reaction records. The task is: describe an organic reaction: reactants, conditions, products, and yield The reactants are NC1[C@@H]2N(C(=C(CS2)CSC=2SC=NN2)C(=O)O)C1=O (7-amino-3-(1,3,4-thiadiazol-2-yl)thiomethyl-3-cephem-4-carboxylic acid), C[Si](C)(C)CC(=O)N (trimethylsilylacetamide), P(=O)(Cl)(Cl)Cl (phosphorus oxychloride), C(C)(C)(C)OC(=O)CON=C(C(=O)O)C=1N=C(SC1)NC=O (2-t-butoxycarbonylmethoxyimino-2-(2-formamidothiazol-4-yl)acetic acid). Solvent: C(C)(=O)OCC (ethyl acetate), O (water), C(C)(=O)OCC (ethyl acetate), C(C)(=O)OCC (ethyl acetate), CN(C=O)C (dimethylformamide). Reaction conditions: time 30 minute. Yields the product C[N+](=CCl)C.[Cl-] (Vilsmeier reagent), C(C)(C)(C)OC(=O)CON=C(C(=O)NC1[C@@H]2N(C(=C(CS2)CSC=2SC=NN2)C(=O)O)C1=O)C=1N=C(SC1)NC=O (7-[2-t-butoxycarbonylmethoxyimino-2-(2-formamidothiazol-4-yl)acetamido]-3-(1,3,4-thiadiazol-2-yl)thiomethyl-3-cephem-4-carboxylic acid). Isolated yield 91.3%. Reaction SMILES: P(Cl)(Cl)([Cl:3])=O.[C:6]([O:10][C:11]([CH2:13][O:14][N:15]=[C:16]([C:20]1[N:21]=[C:22]([NH:25][CH:26]=[O:27])[S:23][CH:24]=1)[C:17]([OH:19])=O)=[O:12])([CH3:9])([CH3:8])[CH3:7].[NH2:28][CH:29]1[C:46](=[O:47])[N:31]2[C:32]([C:43]([OH:45])=[O:44])=[C:33]([CH2:36][S:37][C:38]3[S:39][CH:40]=[N:41][N:42]=3)[CH2:34][S:35][C@H:30]12.C[Si](CC(N)=O)(C)C>C(OCC)(=O)C.O.CN(C)C=O>[CH3:30][N+:31]([CH3:46])=[CH:32][Cl:3].[Cl-:3].[C:6]([O:10][C:11]([CH2:13][O:14][N:15]=[C:16]([C:20]1[N:21]=[C:22]([NH:25][CH:26]=[O:27])[S:23][CH:24]=1)[C:17]([NH:28][CH:29]1[C:46](=[O:47])[N:31]2[C:32]([C:43]([OH:45])=[O:44])=[C:33]([CH2:36][S:37][C:38]3[S:39][CH:40]=[N:41][N:42]=3)[CH2:34][S:35][C@H:30]12)=[O:19])=[O:12])([CH3:7])([CH3:8])[CH3:9] |f:7.8|. Reported procedure: The Vilsmeier reagent was prepared from dry dimethylformamide (0.667 g.), phosphorus oxychloride (1.40 g.) and dry ethyl acetate (4 ml.) by the conventional method. Dry ethyl acetate (16 ml.) was added thereto and then 2-t-butoxycarbonylmethoxyimino-2-(2-formamidothiazol-4-yl)acetic acid (syn isomer) (2 g.) was added thereto at 0° C. The mixture was stirred for 30 minutes at the same temperature. The resulting mixture was added dropwise at -15° C. to a stirred solution of 7-amino-3-(1,3,4-thiadi... The reactants are C[Mg]Br (methylmagnesium bromide), cuprous iodide, Cl (hydrochloric acid), CC(C=O)=CCC1C(C(=CC1)C)(C)C (2-methyl-4-(2,2,3-trimethylcyclopent-3-enyl)but-2-enal). Solvent: C(C)OCC (diethyl ether), C(C)OCC (diethyl ether), same solvent. Conditions: time 0.5 hour. The product is CC(C=O)C(CC1C(C(=CC1)C)(C)C)C (2,3-dimethyl-4-(2,2,3-trimethylcyclopent-3-enyl)butanal). Isolated yield 50.1%. Reaction SMILES: [CH3:1][Mg]Br.[CH3:4][C:5](=[CH:8][CH2:9][CH:10]1[CH2:14][CH:13]=[C:12]([CH3:15])[C:11]1([CH3:17])[CH3:16])[CH:6]=[O:7].Cl>C(OCC)C>[CH3:4][CH:5]([CH:8]([CH3:1])[CH2:9][CH:10]1[CH2:14][CH:13]=[C:12]([CH3:15])[C:11]1([CH3:17])[CH3:16])[CH:6]=[O:7]. Procedure: 100 ml (0.30 mol) of methylmagnesium bromide solution in diethyl ether was added to 60.0 g (0.32 mol) of cuprous iodide suspended in 350 ml of the same solvent at -10° C., followed by addition of 52.0 g (0.27 mol) of 2-methyl-4-(2,2,3-trimethylcyclopent-3-enyl)but-2-enal dissolved in 300 ml of anhydrous diethyl ether at 0° C. and stirring at the same temperature was continued for 0.5 hours. The reaction mixture was treated with 200 ml of 1.0 N hydrochloric acid, decanted and the organic layer wa... Reactants: C1(CC1)C(=O)C1=CC=C(C=C1)Br (4-Bromophenyl cyclopropyl ketone), O.NN (hydrazine monohydrate), [OH-].[K+] (potassium hydroxide). The solvent is C(CO)O (ethylene glycol). The product is BrC1=CC=C(C=C1)CC1CC1 (1-bromo-4-(cyclopropylmethyl)benzene). The yield is 49.2%. As a reaction SMILES: [CH:1]1([C:4]([C:6]2[CH:11]=[CH:10][C:9]([Br:12])=[CH:8][CH:7]=2)=O)[CH2:3][CH2:2]1.O.NN.[OH-].[K+]>C(O)CO>[Br:12][C:9]1[CH:10]=[CH:11][C:6]([CH2:4][CH:1]2[CH2:2][CH2:3]2)=[CH:7][CH:8]=1 |f:1.2,3.4|. Procedure: 4-Bromophenyl cyclopropyl ketone (5.63 g), hydrazine monohydrate (2.5 ml) and potassium hydroxide (3.33 g) were added to ethylene glycol (25 ml) and the mixture heated to reflux for 1 hour. The reaction mixture was cooled and partitioned between water (20 ml) and ethyl acetate (30 ml) and the organic layer was separated. The aqueous layer was extracted with ethyl acetate (30 ml) and the combined organic phases were washed with 2M hydrochloric acid (15 ml) and water (15 ml) then dried (MgSO4) and...